This data is from the Open Reaction Database (ORD), a public repository of structured organic reaction records. The task is: describe an organic reaction: reactants, conditions, products, and yield Reactants: ClC1=NN2C(C(=CC=C2)C2=CC=C(C=C2)S(=O)(=O)C)=N1 (2-chloro-8-(4-methanesulfonyl-phenyl)-[1,2,4]triazolo[1,5-a]pyridine), N1=C(C=CC=C1)CN (C-pyridin-2-yl-methylamine). The product is CS(=O)(=O)C1=CC=C(C=C1)C=1C=2N(C=CC1)N=C(N2)NCC2=NC=CC=C2 ([8-(4-Methanesulfonyl-phenyl)-[1,2,4]triazolo[1,5-a]pyridin-2-yl]-pyridin-2-ylmethyl-amine), powder. Isolated yield 67.0%. Reaction SMILES: Cl[C:2]1[N:20]=[C:5]2[C:6]([C:10]3[CH:15]=[CH:14][C:13]([S:16]([CH3:19])(=[O:18])=[O:17])=[CH:12][CH:11]=3)=[CH:7][CH:8]=[CH:9][N:4]2[N:3]=1.[N:21]1[CH:26]=[CH:25][CH:24]=[CH:23][C:22]=1[CH2:27][NH2:28]>>[CH3:19][S:16]([C:13]1[CH:14]=[CH:15][C:10]([C:6]2[C:5]3[N:4]([N:3]=[C:2]([NH:28][CH2:27][C:22]4[CH:23]=[CH:24][CH:25]=[CH:26][N:21]=4)[N:20]=3)[CH:9]=[CH:8][CH:7]=2)=[CH:11][CH:12]=1)(=[O:18])=[O:17]. Procedure: [8-(4-Methanesulfonyl-phenyl)-[1,2,4]triazolo[1,5-a]pyridin-2-yl]-pyridin-2-ylmethyl-amine was prepared from 2-chloro-8-(4-methanesulfonyl-phenyl)-[1,2,4]triazolo[1,5-a]pyridine (250 mg, 0.81 mmol) and C-pyridin-2-yl-methylamine (0.84 mL, 8.1 mmol) in a manner analogous to Example 406. Product isolated as a light yellow powder (207 mg, 67%). 1H NMR (400 MHz, (D3C)2SO, δ, ppm): 8.68 (d, J=6.5 Hz, 1H), 8.51 (m, 1H), 8.38 (d, J=7.7 Hz, 2H), 8.04 (d, J=7.9 Hz, 2H), 7.87 (d, J=7.7 Hz, 1H), 7.73 (t, J...